From a dataset of the Open Reaction Database (ORD), a public repository of structured organic reaction records. describe an organic reaction: reactants, conditions, products, and yield Reactants: C(C)(C)(C)OC(=O)N1CCC(CC1)ON (1-tert-Butoxycarbonyl-4-piperidyloxyamine), Cl (HCl). Solvent: CCOC(=O)C (EtOAc). Product: Cl.Cl.N1CCC(CC1)ON (4-Piperidyloxyamine dihydrochloride). As a reaction SMILES: C(OC([N:8]1[CH2:13][CH2:12][CH:11]([O:14][NH2:15])[CH2:10][CH2:9]1)=O)(C)(C)C.[ClH:16]>CCOC(C)=O>[ClH:16].[ClH:16].[NH:8]1[CH2:13][CH2:12][CH:11]([O:14][NH2:15])[CH2:10][CH2:9]1 |f:3.4.5|. Reported procedure: 1-tert-Butoxycarbonyl-4-piperidyloxyamine (120 mg) was dissolved in a 5M HCl solution in EtOAc (3 mL). After 1 h the solvent was removed under reduced pressure to give the title compound III-a (100 mg, 96%). 1H-NMR (300 MHz, DMSO-d6, ppm from TMS): δ 10.95 (3H, bb), 8.96 (2H, bb), 4.33 (1H, m), 3.13 (2H, m), 3.00 (2H, m), 2.09 (2H, m), 1.85 (2H, m). Starting materials: CO, [N-]=[N+]=NC1CCCCC1N1CCC(NC(=O)CNC(=O)c2cccc(C(F)(F)F)c2)C1. The product is NC1CCCCC1N1CCC(NC(=O)CNC(=O)c2cccc(C(F)(F)F)c2)C1. Reaction SMILES: [CH3:32][OH:33].[N:1](=[N+:2]=[N-:3])[CH:4]1[CH:5]([N:10]2[CH2:11][CH:12]([NH:15][C:16]([CH2:17][NH:18][C:19]([c:20]3[cH:21][c:22]([C:26]([F:27])([F:28])[F:29])[cH:23][cH:24][cH:25]3)=[O:30])=[O:31])[CH2:13][CH2:14]2)[CH2:6][CH2:7][CH2:8][CH2:9]1>>[NH2:1][CH:4]1[CH:5]([N:10]2[CH2:11][CH:12]([NH:15][C:16]([CH2:17][NH:18][C:19]([c:20]3[cH:21][c:22]([C:26]([F:27])([F:28])[F:29])[cH:23][cH:24][cH:25]3)=[O:30])=[O:31])[CH2:13][CH2:14]2)[CH2:6][CH2:7][CH2:8][CH2:9]1. Reactants: C(#N)C1=CC=C(CSC2=C(SC(=C2)C2CCC(CC2)CCCCC)C=O)C=C1 (3-p-cyanobenzylmercapto-2-formyl-5-(4-pentylcyclohexyl)-thiophene), alcoholate, [Na] (sodium). Solvent: C(C)O (ethanol), C(C)O (ethanol). Conditions: time 5 hour. Product: C(#N)C1=CC=C(C=C1)C1=CC2=C(S1)C=C(S2)C2CCC(CC2)CCCCC (2-p-cyanophenyl-5-(4-pentylcyclohexyl)-thieno[3,2-b]thiophene). As a reaction SMILES: [C:1]([C:3]1[CH:28]=[CH:27][C:6]([CH2:7][S:8][C:9]2[CH:13]=[C:12]([CH:14]3[CH2:19][CH2:18][CH:17]([CH2:20][CH2:21][CH2:22][CH2:23][CH3:24])[CH2:16][CH2:15]3)[S:11][C:10]=2[CH:25]=O)=[CH:5][CH:4]=1)#[N:2].[Na]>C(O)C>[C:1]([C:3]1[CH:28]=[CH:27][C:6]([C:7]2[S:8][C:9]3[CH:13]=[C:12]([CH:14]4[CH2:19][CH2:18][CH:17]([CH2:20][CH2:21][CH2:22][CH2:23][CH3:24])[CH2:16][CH2:15]4)[S:11][C:10]=3[CH:25]=2)=[CH:5][CH:4]=1)#[N:2] |^1:28|. Procedure: A solution of 4.6 g of 3-p-cyanobenzylmercapto-2-formyl-5-(4-pentylcyclohexyl)-thiophene in 25 ml of ethanol is added dropwise, at room temperature and in the course of 5 minutes, to an alcoholate solution prepared from 1.9 g of sodium and 60 ml of ethanol, and the mixture is then boiled for 5 hours. The usual working-up procedure gives 2-p-cyanophenyl-5-(4-pentylcyclohexyl)-thieno[3,2-b]thiophene. Starting materials: [Br-], C[N+]1([O-])CCOCC1, CCC[N+](CCC)(CCC)CCC, CC#N, [Mg+]C1CCCCC1, [Cl-], COCCOCc1c(C=O)oc2ccc(F)cc12, [NH4+], O=[Ru](=O)(=O)[O-], C1CCOC1. Yields the product COCCOCc1c(C(=O)C2CCCCC2)oc2ccc(F)cc12. As a reaction SMILES: [Br-:19].[CH3:29][N+:30]1([O-:31])[CH2:32][CH2:33][O:34][CH2:35][CH2:36]1.[CH3:47][CH2:48][CH2:49][N+:50]([CH2:51][CH2:52][CH3:53])([CH2:54][CH2:55][CH3:56])[CH2:57][CH2:58][CH3:59].[CH3:60][C:61]#[N:62].[CH:20]1([Mg+:26])[CH2:21][CH2:22][CH2:23][CH2:24][CH2:25]1.[Cl-:27].[F:1][c:2]1[cH:3][cH:4][c:5]2[c:6]([c:7]([CH2:12][O:13][CH2:14][CH2:15][O:16][CH3:17])[c:8]([CH:10]=[O:11])[o:9]2)[cH:18]1.[NH4+:28].[O-:42][Ru:43](=[O:44])(=[O:45])=[O:46].[O:37]1[CH2:38][CH2:39][CH2:40][CH2:41]1>>[F:1][c:2]1[cH:3][cH:4][c:5]2[c:6]([c:7]([CH2:12][O:13][CH2:14][CH2:15][O:16][CH3:17])[c:8]([C:10](=[O:11])[CH:20]3[CH2:21][CH2:22][CH2:23][CH2:24][CH2:25]3)[o:9]2)[cH:18]1. Product: C1CCN[C@H]2CCC3=C([C@@H]12)C=CC=C3 (cis-1,2,3,4,4a,5,6,10b-Octahydrobenzo[f]quinoline). Reaction SMILES: ClC(OC(Cl)=O)C.C[N:9]1[C@@H:18]2[C@H:13]([C:14]3[CH:22]=[CH:21][CH:20]=[CH:19][C:15]=3[CH2:16][CH2:17]2)[CH2:12][CH2:11][CH2:10]1.C(N(C(C)C)CC)(C)C>ClCCl.N>[CH2:12]1[C@H:13]2[C@H:18]([CH2:17][CH2:16][C:15]3[CH:19]=[CH:20][CH:21]=[CH:22][C:14]=32)[NH:9][CH2:10][CH2:11]1. Starting materials: ClC(C)OC(=O)Cl (1-Chloroethylchloroformate), C(C)(C)N(CC)C(C)C (Diisopropylethylamine), ice, CN1CCC[C@H]2C3=C(CC[C@H]12)C=CC=C3 (trans-4-methyl-1,2,3,4,4a,5,6,10b-octahydrobenzo[f]quinoline). Yield: 16.6%. Solvent: N (ammonia), ClCCl (dichloromethane). Procedure: 1-Chloroethylchloroformate (2.01 ml, 18.61 mmol) was added with stirring to an ice-cooled solution of cis-and trans-4-methyl-1,2,3,4,4a,5,6,10b-octahydrobenzo[f]quinoline (1.66 g, 8.34 mmol) in dichloromethane (60 ml). The mixture was allowed to warm to room temperature and stirred for a further 2 h. Diisopropylethylamine (2.2 ml, 12.6 mmol) was added and the mixture heated at reflux for 1 h. The mixture was cooled and concentrated in vacuo, dissolved in methanol and refluxed for 1 h. After cool... Conditions: time 2 hour. The reactants are BrC1=C(C(=CC=2C(=CCC(C12)(C)C)C(C)C)C(C)=O)OC (1-(4-bromo-8-isopropyl-3-methoxy-5,5-dimethyl-5,6-dihydro-naphthalen-2-yl)-ethanone), CCOC(=O)C(F)P(=O)(OCC)OCC (triethyl 2-fluoro-2-phosphonoacetate), C(CCC)[Li] (n-butyllithium). The solvent is C1CCOC1 (THF). The product is BrC1=C(C(=CC=2C(=CCC(C12)(C)C)C(C)C)/C(=C(\C(=O)OCC)/F)/C)OC (Ethyl (2E)-3-(4-bromo-8-isopropyl-3-methoxy-5,5-dimethyl-5,6-dihydro-naphthalen-2-yl)-2-fluoro-but-2-enoate). Reaction SMILES: [Br:1][C:2]1[C:11]2[C:10]([CH3:13])([CH3:12])[CH2:9][CH:8]=[C:7]([CH:14]([CH3:16])[CH3:15])[C:6]=2[CH:5]=[C:4]([C:17](=O)[CH3:18])[C:3]=1[O:20][CH3:21].[CH3:22][CH2:23][O:24][C:25]([CH:27](P(OCC)(OCC)=O)[F:28])=[O:26].C([Li])CCC>C1COCC1>[Br:1][C:2]1[C:11]2[C:10]([CH3:13])([CH3:12])[CH2:9][CH:8]=[C:7]([CH:14]([CH3:15])[CH3:16])[C:6]=2[CH:5]=[C:4](/[C:17](/[CH3:18])=[C:27](/[F:28])\[C:25]([O:24][CH2:23][CH3:22])=[O:26])[C:3]=1[O:20][CH3:21]. Procedure: As described in General Procedure F-1, 1-(4-bromo-8-isopropyl-3-methoxy-5,5-dimethyl-5,6-dihydro-naphthalen-2-yl)-ethanone (Compound A-103, 358 mg, 1.02 mmol) and triethyl 2-fluoro-2-phosphonoacetate (0.83 μL, 4.08 mmol) were reacted with n-butyllithium (1.6 M in hexanes, 2.55 mL, 4.08 mmol) in THF to produce the title compound after purification by flash column chromatography (silica gel, 2% ethyl acetate in hexane). Starting materials: C(C)(C)N(C(C)C)CC (N,N-diisopropylethylamine), CS(=O)(=O)Cl (methanesulfonyl chloride), Cl (Hydrogen chloride), CC1=NC=CC(=C1)C(C[C@@H](C1=C(C=CC=C1)C)C1=CC=C(C=C1)C1=CCN(CC1)C(=O)OC(C)(C)C)=O ((R)-tert-Butyl 4-(4-(3-(2-methylpyridin-4-yl)-3-oxo-1-o-tolylpropyl)phenyl)-5,6-dihydropyridine-1(2H)-carboxylate), O1CCOCC1 (1,4-dioxane). Yields the product CC1=NC=CC(=C1)C(C[C@@H](C1=C(C=CC=C1)C)C1=CC=C(C=C1)C1=CC(NCC1)=O)=O ((R)-4-(4-(3-(2-Methylpyridin-4-yl)-3-oxo-1-o-tolylpropyl)phenyl)-5,6-dihydropyridin-2(1H)-one), CS(=O)(=O)N1CCC(=CC1)C1=CC=C(C=C1)[C@@H](CC(=O)C1=CC(=NC=C1)C)C1=C(C=CC=C1)C ((R)-3-[4-(1-methane sulfonyl-1,2,3,6-tetrahydro-pyridin-4-yl)-phenyl]-1-(2-methyl-pyridin-4-yl)-3-o-tolyl-propan-1-one). The yield is 35.0%. Reaction SMILES: Cl.[CH3:2][C:3]1[CH:8]=[C:7]([C:9](=[O:38])[CH2:10][C@H:11]([C:19]2[CH:24]=[CH:23][C:22]([C:25]3[CH2:30][CH2:29][N:28](C(OC(C)(C)C)=O)[CH2:27][CH:26]=3)=[CH:21][CH:20]=2)[C:12]2[CH:17]=[CH:16][CH:15]=[CH:14][C:13]=2[CH3:18])[CH:6]=[CH:5][N:4]=1.C(N(CC)C(C)C)(C)C.[CH3:48][S:49](Cl)(=[O:51])=[O:50].[O:53]1[CH2:58][CH2:57]OCC1>>[CH3:2][C:3]1[CH:8]=[C:7]([C:9](=[O:38])[CH2:10][C@H:11]([C:19]2[CH:24]=[CH:23][C:22]([C:25]3[CH2:26][CH2:27][NH:28][C:58](=[O:53])[CH:57]=3)=[CH:21][CH:20]=2)[C:12]2[CH:17]=[CH:16][CH:15]=[CH:14][C:13]=2[CH3:18])[CH:6]=[CH:5][N:4]=1.[CH3:48][S:49]([N:28]1[CH2:27][CH:26]=[C:25]([C:22]2[CH:23]=[CH:24][C:19]([C@H:11]([C:12]3[CH:17]=[CH:16][CH:15]=[CH:14][C:13]=3[CH3:18])[CH2:10][C:9]([C:7]3[CH:6]=[CH:5][N:4]=[C:3]([CH3:2])[CH:8]=3)=[O:38])=[CH:20][CH:21]=2)[CH2:30][CH2:29]1)(=[O:51])=[O:50]. Procedure details: Hydrogen chloride solution (4 M in 1,4-dioxane, 1.5 mL, 6.0 mmol) was added at room temperature to a solution of (R)-tert-butyl 4-(4-(3-(2-methylpyridin-4-yl)-3-oxo-1-o-tolyl-propyl)phenyl)-5,6-dihydropyridine-1(2H)-carboxylate (example 372, step 1; 200 mg, 403 μmol) in 1,4-dioxane (4 mL), then after 2 h the reaction mixture was evaporated. The residue was suspended in dichloromethane (8 mL), then treated with N,N-diisopropylethylamine (312 mg, 2.42 mmol) and methanesulfonyl chloride (92 mg, 805... The reactants are CO, Cl, COC(=O)CNC(=O)c1cccc(F)c1F, [Li+], [OH-], O. The product is O=C(O)CNC(=O)c1cccc(F)c1F. RXN SMILES: [CH3:20][OH:21].[ClH:19].[F:1][c:2]1[c:3]([C:4](=[O:5])[NH:6][CH2:7][C:8](=[O:9])[O:10][CH3:11])[cH:12][cH:13][cH:14][c:15]1[F:16].[Li+:17].[OH-:18].[OH2:22]>>[F:1][c:2]1[c:3]([C:4](=[O:5])[NH:6][CH2:7][C:8](=[O:9])[OH:10])[cH:12][cH:13][cH:14][c:15]1[F:16]. The reactants are OC(CONC(=O)C1=C(C=2C=NC=CC2N1C1CC1)NC1=C(C=C(C=C1)I)F)CO (1-cyclopropyl-3-(2-fluoro-4-iodo-phenylamino)-1H-pyrrolo[3,2-c]pyridine-2-carboxylic acid (2,3-dihydroxy-propoxy)-amide), CC1(OC[C@@H](O1)CON)C (O—((R)-2,2-dimethyl-[1,3]dioxolan-4-ylmethyl)-hydroxylamine). The product is O[C@@H](CONC(=O)C1=C(C=2C=NC=CC2N1C1CC1)NC1=C(C=C(C=C1)I)F)CO (1-Cyclopropyl-3-(2-fluoro-4-iodo-phenylamino)-1-H-pyrrolo[3,2-c]pyridine-2-carboxylic acid ((R)-2,3-dihydroxy-propoxy)-amide). As a reaction SMILES: [OH:1][CH:2]([CH2:29][OH:30])[CH2:3][O:4][NH:5][C:6]([C:8]1[N:16]([CH:17]2[CH2:19][CH2:18]2)[C:15]2[CH:14]=[CH:13][N:12]=[CH:11][C:10]=2[C:9]=1[NH:20][C:21]1[CH:26]=[CH:25][C:24]([I:27])=[CH:23][C:22]=1[F:28])=[O:7].CC1(C)O[C@@H](CON)CO1>>[OH:1][C@H:2]([CH2:29][OH:30])[CH2:3][O:4][NH:5][C:6]([C:8]1[N:16]([CH:17]2[CH2:18][CH2:19]2)[C:15]2[CH:14]=[CH:13][N:12]=[CH:11][C:10]=2[C:9]=1[NH:20][C:21]1[CH:26]=[CH:25][C:24]([I:27])=[CH:23][C:22]=1[F:28])=[O:7]. Reported procedure: The title compound was prepared in an analogous fashion to 1-cyclopropyl-3-(2-fluoro-4-iodo-phenylamino)-1H-pyrrolo[3,2-c]pyridine-2-carboxylic acid (2,3-dihydroxy-propoxy)-amide, replacing O-(2,2-dimethyl-[1,3]dioxolan-4-ylmethyl)-hydroxylamine with O—((R)-2,2-dimethyl-[1,3]dioxolan-4-ylmethyl)-hydroxylamine. 1H-NMR (500 MHz, DMSO-d6) δ ppm 11.60 (s, 1H), 8.53 (s, 1H), 8.32 (d, J=5.86 Hz, 1H), 7.57 (d, J=5.69 Hz, 1H), 7.53-7.48 (m, 2H), 7.20 (d, J=8.06 Hz, 1H), 6.26 (t, J=8.81 Hz, 1H), 4.87 (d,...